This data is from the Open Reaction Database (ORD), a public repository of structured organic reaction records. The task is: describe an organic reaction: reactants, conditions, products, and yield Starting materials: O (Water), COC=1C=C(C=CC1C1=CN=C(O1)C)C1=NN=C2N1CCCC2C(=O)OCC (ethyl 3-[3-methoxy-4-(2-methyl-1,3-oxazol-5-yl)phenyl]-5,6,7,8-tetrahydro[1,2,4]triazolo[4,3-a]pyridine-8-carboxylate), IC (Iodomethane), [H-].[Na+] (sodium hydride). Solvent: CN(C)C=O (DMF). Reaction conditions: temperature 0 celsius, time 30 minute. Yields the product COC=1C=C(C=CC1C1=CN=C(O1)C)C1=NN=C2N1CCCC2(C(=O)OCC)C (ethyl 3-[3-methoxy-4-(2-methyl-1,3-oxazol-5-yl)phenyl]-8-methyl-5,6,7,8-tetrahydro[1,2,4]triazolo[4,3-a]pyridine-8-carboxylate). As a reaction SMILES: [CH3:1][O:2][C:3]1[CH:4]=[C:5]([C:15]2[N:19]3[CH2:20][CH2:21][CH2:22][CH:23]([C:24]([O:26][CH2:27][CH3:28])=[O:25])[C:18]3=[N:17][N:16]=2)[CH:6]=[CH:7][C:8]=1[C:9]1[O:13][C:12]([CH3:14])=[N:11][CH:10]=1.[H-].[Na+].I[CH3:32].O>CN(C=O)C>[CH3:1][O:2][C:3]1[CH:4]=[C:5]([C:15]2[N:19]3[CH2:20][CH2:21][CH2:22][C:23]([CH3:32])([C:24]([O:26][CH2:27][CH3:28])=[O:25])[C:18]3=[N:17][N:16]=2)[CH:6]=[CH:7][C:8]=1[C:9]1[O:13][C:12]([CH3:14])=[N:11][CH:10]=1 |f:1.2|. Reported procedure: To a mixture of ethyl 3-[3-methoxy-4-(2-methyl-1,3-oxazol-5-yl)phenyl]-5,6,7,8-tetrahydro[1,2,4]triazolo[4,3-a]pyridine-8-carboxylate (5.0 g) in DMF (50 mL) was added sodium hydride (60%, 576 mg) at 0° C., and the mixture was stirred at 0° C. for 30 min. Iodomethane (978 was added, and the mixture was stirred at 0° C. for 30 min. Water was added to the reaction mixture, and the mixture was extracted with ethyl acetate. The extract was washed with water, and dried over anhydrous magnesium sulfate... Starting materials: Br.Cl.CC1NC2=C(N1C1CCNCC1)C=CC=C2 (4-(2-methyl-1-benzimidazolinyl)-piperidine hydrochloride hydrobromide), BrC1C(C2=CC(=C(C=C2C1)OC)OC)=O (2-bromo-5,6-dimethoxy-1-indanone), ketone, [BH4-].[Na+] (NaBH4). Solvent: C(Cl)(Cl)Cl.C(C)OCC (chloroform diethyl ether). Product: CC1NC2=C(N1C1CCN(CC1)[C@@H]1[C@@H](C3=CC(=C(C=C3C1)OC)OC)O)C=CC=C2 (cis-2-[4-(2-Methyl-1-benzimidazolinyl)-piperidinyl]-5,6-dimethoxy-1-indanol). Isolated yield 54.7%. RXN SMILES: Br.Cl.[CH3:3][CH:4]1[N:8]([CH:9]2[CH2:14][CH2:13][NH:12][CH2:11][CH2:10]2)[C:7]2[CH:15]=[CH:16][CH:17]=[CH:18][C:6]=2[NH:5]1.Br[CH:20]1[CH2:28][C:27]2[C:22](=[CH:23][C:24]([O:31][CH3:32])=[C:25]([O:29][CH3:30])[CH:26]=2)[C:21]1=[O:33].[BH4-].[Na+]>C(Cl)(Cl)Cl.C(OCC)C>[CH3:3][CH:4]1[N:8]([CH:9]2[CH2:10][CH2:11][N:12]([C@H:20]3[CH2:28][C:27]4[C:22](=[CH:23][C:24]([O:31][CH3:32])=[C:25]([O:29][CH3:30])[CH:26]=4)[C@H:21]3[OH:33])[CH2:13][CH2:14]2)[C:7]2[CH:15]=[CH:16][CH:17]=[CH:18][C:6]=2[NH:5]1 |f:0.1.2,4.5,6.7|. Reported procedure: Prepared from 4-(2-methyl-1-benzimidazolinyl)-piperidine hydrochloride hydrobromide and 2-bromo-5,6-dimethoxy-1-indanone without isolation of the intermediate ketone and using NaBH4 as the hydrogenating agent. Yield 54.7%; m.p. 255°-256° C. (chloroform/diethyl ether). Starting materials: ClC1=C(N=CN(C1=O)C=1C=C(C(=O)NCC(=O)N)C=CC1C)OCC1=C(C=C(C=C1)F)F (3-[5-chloro-4-[(2,4-difluorobenzyl)oxy]-6-oxopyrimidin-1(6H)-yl]-N-[1-(aminocarbonyl)methyl]-4-methylbenzamide), Cl.NCC(=O)N (glycineamide HCl). The product is ClC1=C(N=CN(C1=O)C=1C=C(C(=O)NC[C@@H](CO)O)C=CC1C)OCC1=C(C=C(C=C1)F)F (3-[5-chloro-4-[(2,4-difluorobenzyl)oxy]-6-oxopyrimidin-1(6H)-yl]-N-[(2S)-2,3-dihydroxypropyl]-4-methylbenzamide). As a reaction SMILES: [Cl:1][C:2]1[C:7](=[O:8])[N:6]([C:9]2[CH:10]=[C:11]([CH:19]=[CH:20][C:21]=2[CH3:22])[C:12]([NH:14][CH2:15][C:16](N)=[O:17])=[O:13])[CH:5]=[N:4][C:3]=1[O:23][CH2:24][C:25]1[CH:30]=[CH:29][C:28]([F:31])=[CH:27][C:26]=1[F:32].Cl.NC[C:36](N)=[O:37]>>[Cl:1][C:2]1[C:7](=[O:8])[N:6]([C:9]2[CH:10]=[C:11]([CH:19]=[CH:20][C:21]=2[CH3:22])[C:12]([NH:14][CH2:15][C@H:16]([OH:17])[CH2:36][OH:37])=[O:13])[CH:5]=[N:4][C:3]=1[O:23][CH2:24][C:25]1[CH:30]=[CH:29][C:28]([F:31])=[CH:27][C:26]=1[F:32] |f:1.2|. Procedure details: The title compound was prepared using a procedure similar to that used in Step 4 of the synthesis of 3-[5-chloro-4-[(2,4-difluorobenzyl)oxy]-6-oxopyrimidin-1(6H)-yl]-N-[1-(aminocarbonyl)methyl]-4-methylbenzamide by substituting (S)-(−)-3-amino-1,2-propanediol for glycineamide HCl. 1H NMR (CD3OD/400 MHz) δ8.32 (s, 1H), 7.92 (m, 1H), 7.77 (s, 1H), 7.61 (q, 1H, J=8.4 Hz), 7.53 (d, 1H, J=8.0 Hz), 7.02 (m, 2H), 5.60 (m, 2H), 3.81 (m, 1H), 3.55 (m, 3H), 3.39 (m, 1H), 2.20 (s, 3H). ESHRMS m/z 480.1131 ... Reactants: CN1CC2=C(NC=3C=CC(=CC23)C)CC1 (2,8-Dimethyl-2,3,4,5-tetrahydro-1H-pyrido[4,3-b]indole), N1=CC=CC2=CC=C3C=CC=NC3=C12 (1,10-phenanthroline), P(=O)([O-])([O-])[O-].[K+].[K+].[K+] (potassium phosphate), BrC=C(C)C1=CC=NC=C1 (4-(1-bromoprop-1-en-2-yl)pyridine). Reagents/catalysts: S(=O)(=O)([O-])[O-].[Cu+2] (copper sulfate). Solvent: CN(C)C=O (DMF). Reaction conditions: temperature 80 celsius. Product: CN1CC2=C(N(C=3C=CC(=CC23)C)\C=C(/C)\C2=CC=NC=C2)CC1 ((E)-2,8-dimethyl-5-(2-(pyridin-4-yl)prop-1-enyl)-2,3,4,5-tetrahydro-1H-pyrido[4,3-b]indole). Isolated yield 52.6%. As a reaction SMILES: [CH3:1][N:2]1[CH2:15][CH2:14][C:5]2[NH:6][C:7]3[CH:8]=[CH:9][C:10]([CH3:13])=[CH:11][C:12]=3[C:4]=2[CH2:3]1.N1C2C(=CC=C3C=2N=CC=C3)C=CC=1.P([O-])([O-])([O-])=O.[K+].[K+].[K+].Br[CH:39]=[C:40]([C:42]1[CH:47]=[CH:46][N:45]=[CH:44][CH:43]=1)[CH3:41]>CN(C=O)C.S([O-])([O-])(=O)=O.[Cu+2]>[CH3:1][N:2]1[CH2:15][CH2:14][C:5]2[N:6](/[CH:39]=[C:40](/[C:42]3[CH:47]=[CH:46][N:45]=[CH:44][CH:43]=3)\[CH3:41])[C:7]3[CH:8]=[CH:9][C:10]([CH3:13])=[CH:11][C:12]=3[C:4]=2[CH2:3]1 |f:2.3.4.5,8.9|. Reported procedure: 2,8-Dimethyl-2,3,4,5-tetrahydro-1H-pyrido[4,3-b]indole (200 mg, 1 mmol), copper sulfate (50 mg, 0.2 mmol), 1,10-phenanthroline (72 mg, 0.4 mmol), potassium phosphate (425 mg, 2 mmol) and 4-(1-bromoprop-1-en-2-yl)pyridine (237 mg, 1.2 mmol) were mixed in DMF (10 mL) and the reaction mixture was purged with nitrogen. The reaction mixture was heated overnight at 80° C. The reaction mixture was diluted with EtOAc and filtered through Celite. The filtrate was concentrated under reduced pressure and t... Starting materials: C(C)(C)(C)C=1C=C(C=C(C1)C(C)(C)C)O (3,5-di-t-butylphenol), BrCCCCCCC#N (7-bromoheptanenitrile), [OH-].[Na+] (sodium hydroxide). The solvent is CN(C=O)C (dimethylformamide). Run at temperature 120 celsius. Yields the product C(C)(C)(C)C=1C=C(OCCCCCCC#N)C=C(C1)C(C)(C)C (7-(3,5-Di-t-butylphenoxy)heptanenitrile). RXN SMILES: [C:1]([C:5]1[CH:6]=[C:7]([OH:15])[CH:8]=[C:9]([C:11]([CH3:14])([CH3:13])[CH3:12])[CH:10]=1)([CH3:4])([CH3:3])[CH3:2].Br[CH2:17][CH2:18][CH2:19][CH2:20][CH2:21][CH2:22][C:23]#[N:24].[OH-].[Na+]>CN(C)C=O>[C:11]([C:9]1[CH:8]=[C:7]([CH:6]=[C:5]([C:1]([CH3:4])([CH3:3])[CH3:2])[CH:10]=1)[O:15][CH2:17][CH2:18][CH2:19][CH2:20][CH2:21][CH2:22][C:23]#[N:24])([CH3:14])([CH3:13])[CH3:12] |f:2.3|. Procedure details: A mixture containing 20.6 g (0.10 mole) of 3,5-di-t-butylphenol, 20.9 g (0.11 mole) of 7-bromoheptanenitrile, 4.0 g (0.10 mole) of sodium hydroxide and 250 ml of dimethylformamide was heated at 120° C. for about forty hours. The solvent was evaporated and the residue was added to 250 ml of water. The resulting oil was separated and dissolved in 250 ml of diethyl ether. The ether solution was washed twice with 250 ml portions of 10% sodium hydroxide, washed once with 250 ml water, dried over magn... Isolated yield 33.0%. Reported procedure: 3-[(4-Iodo-2-methylphenyl)amino]isonicotinic acid (example 3) (50 mg, 0.141 mmol) was dissolved in 4 ml dry THF followed by the addition of 1,1″-carbonyldiimidazole (CDI) (0.311 mmol, 50 mg), methanesulfonamide (0.169 mmol, 16.1 mg) and DBU (0.169 mmol, 26 mg). The mixture was stirred for 16 h at 40° C. and the volatiles were removed in vacuo. The crude material was purified by preparative HPLC to give 20.3 mg (47 μmol; 33% yield) of pure desired product. LC-MS (method III): rt=2.74 min; m/z [M+... The product is IC1=CC(=C(C=C1)NC=1C=NC=CC1C(=O)NS(=O)(=O)C)C (N-[3-(4-Iodo-2-methyl-phenylamino)-pyridine-4-carbonyl]-methanesulfonamide). Run in C1CCOC1 (THF). As a reaction SMILES: [I:1][C:2]1[CH:7]=[CH:6][C:5]([NH:8][C:9]2[CH:17]=[N:16][CH:15]=[CH:14][C:10]=2[C:11](O)=[O:12])=[C:4]([CH3:18])[CH:3]=1.[CH3:19][S:20]([NH2:23])(=[O:22])=[O:21].C1CCN2C(=NCCC2)CC1>C1COCC1>[I:1][C:2]1[CH:7]=[CH:6][C:5]([NH:8][C:9]2[CH:17]=[N:16][CH:15]=[CH:14][C:10]=2[C:11]([NH:23][S:20]([CH3:19])(=[O:22])=[O:21])=[O:12])=[C:4]([CH3:18])[CH:3]=1. The reactants are 1,1″-carbonyldiimidazole, CS(=O)(=O)N (methanesulfonamide), C1CCC2=NCCCN2CC1 (DBU), IC1=CC(=C(C=C1)NC1=C(C(=O)O)C=CN=C1)C (3-[(4-Iodo-2-methylphenyl)amino]isonicotinic acid). Reaction conditions: temperature 40 celsius, time 16 hour. Starting materials: CCOP(=O)(C#N)OCC, CCOC(C)=O, COc1cccc(SCC(NOC(=O)C(C)(C)C)C(=O)O)c1N, CN(C)C=O. Product: COc1cccc2c1NC(=O)C(NOC(=O)C(C)(C)C)CS2. As a reaction SMILES: [C:1]([P:2](=[O:3])([O:4][CH2:5][CH3:6])[O:7][CH2:8][CH3:9])#[N:10].[CH3:39][CH2:40][O:41][C:42]([CH3:43])=[O:44].[NH2:11][c:12]1[c:13]([S:20][CH2:21][CH:22]([NH:23][O:24][C:25]([C:26]([CH3:27])([CH3:28])[CH3:29])=[O:30])[C:31](=[O:32])[OH:33])[cH:14][cH:15][cH:16][c:17]1[O:18][CH3:19].[O:34]=[CH:35][N:36]([CH3:37])[CH3:38]>>[NH:11]1[c:12]2[c:13]([cH:14][cH:15][cH:16][c:17]2[O:18][CH3:19])[S:20][CH2:21][CH:22]([NH:23][O:24][C:25]([C:26]([CH3:27])([CH3:28])[CH3:29])=[O:30])[C:31]1=[O:33]. Reported procedure: 1 g (3.44 mmol) of (2R*,4S*)-2-benzyl-1-t-butyloxycarbonyl-4-piperidinamine is reacted in analogy to Example 11a with 1 ml (4.48 mmol) of phenylacetaldehyde, 0.433 g (6.89 mmol) of sodium cyanoborohydride, 0.791 g (9.64 mmol) of sodium acetate and 434 μl of acetic acid to give the title compound (805 mg, 60%). TLC:methylene chloride/methanol/cone. ammonia (700:50:1) Rf =0.35, FD-MS:M+ =394. Isolated yield 59.3%. Reactants: C(C1=CC=CC=C1)[C@H]1N(CC[C@@H](C1)N)C(=O)OC(C)(C)C ((2R*,4S*)-2-benzyl-1-t-butyloxycarbonyl-4-piperidinamine), C1(=CC=CC=C1)CC=O (phenylacetaldehyde), C(#N)[BH3-].[Na+] (sodium cyanoborohydride), C(C)(=O)[O-].[Na+] (sodium acetate). The solvent is C(C)(=O)O (acetic acid). As a reaction SMILES: [CH2:1]([C@@H:8]1[CH2:13][C@@H:12]([NH2:14])[CH2:11][CH2:10][N:9]1[C:15]([O:17][C:18]([CH3:21])([CH3:20])[CH3:19])=[O:16])[C:2]1[CH:7]=[CH:6][CH:5]=[CH:4][CH:3]=1.[C:22]1([CH2:28][CH:29]=O)[CH:27]=[CH:26][CH:25]=[CH:24][CH:23]=1.C([BH3-])#N.[Na+].C([O-])(=O)C.[Na+]>C(O)(=O)C>[CH2:1]([C@@H:8]1[CH2:13][C@@H:12]([NH:14][CH2:29][CH2:28][C:22]2[CH:27]=[CH:26][CH:25]=[CH:24][CH:23]=2)[CH2:11][CH2:10][N:9]1[C:15]([O:17][C:18]([CH3:21])([CH3:20])[CH3:19])=[O:16])[C:2]1[CH:3]=[CH:4][CH:5]=[CH:6][CH:7]=1 |f:2.3,4.5|. Product: C(C1=CC=CC=C1)[C@H]1N(CC[C@@H](C1)NCCC1=CC=CC=C1)C(=O)OC(C)(C)C ((2R*,4S*)-2-Benzyl-1-t-butyloxycarbonyl-N-(2-phenylethyl)-4-piperidinamine). Reactants: ClC1=CC=C(C=2N3C(=NC21)C(OCCC3)C3=C(C=C(C=C3)Cl)Cl)CO ([10-chloro-1-(2,4-dichlorophenyl)-4,5-dihydro-1H,3H-[1,4]oxazepino[4,3-a]benzimidazol-7-yl]methanol), CC(=O)OI1(C=2C=CC=CC2C(=O)O1)(OC(=O)C)OC(=O)C (Dess-Martin reagent). Run in C(C)(=O)OCC (ethyl acetate), C(C)#N (acetonitrile). Reaction conditions: time 5 hour. The product is ClC=1C=CC(=C2N3C(=NC21)C(OCCC3)C3=C(C=C(C=C3)Cl)Cl)C=O (10-Chloro-1-(2,4-dichlorophenyl)-4,5-dihydro-1H,3H-[1,4]oxazepino[4,3-a]benzimidazole-7-carbaldehyde). Reaction SMILES: [Cl:1][C:2]1[C:10]2[N:9]=[C:8]3[CH:11]([C:16]4[CH:21]=[CH:20][C:19]([Cl:22])=[CH:18][C:17]=4[Cl:23])[O:12][CH2:13][CH2:14][CH2:15][N:7]3[C:6]=2[C:5]([CH2:24][OH:25])=[CH:4][CH:3]=1.CC(OI1(OC(C)=O)(OC(C)=O)OC(=O)C2C=CC=CC1=2)=O>C(#N)C.C(OCC)(=O)C>[Cl:1][C:2]1[CH:3]=[CH:4][C:5]([CH:24]=[O:25])=[C:6]2[C:10]=1[N:9]=[C:8]1[CH:11]([C:16]3[CH:21]=[CH:20][C:19]([Cl:22])=[CH:18][C:17]=3[Cl:23])[O:12][CH2:13][CH2:14][CH2:15][N:7]21. Procedure details: To a stirred solution of [10-chloro-1-(2,4-dichlorophenyl)-4,5-dihydro-1H,3H-[1,4]oxazepino[4,3-a]benzimidazol-7-yl]methanol (113 mg, 0.284 mmol) in acetonitrile (2.8 mL) was added Dess-Martin reagent (145 mg, 0.341 mmol) at room temperature. After 5 h, the reaction mixture was diluted with ethyl acetate, quenched with aqueous sodium hydrogen carbonate, washed with water and brine, dried over sodium sulfate, filtered, and concentrated in vacuo. The residue was purified by flash column chromatogr...